Task: describe an organic reaction: reactants, conditions, products, and yield. Dataset: the Open Reaction Database (ORD), a public repository of structured organic reaction records Reactants: ClC=1C=C(C=C(C1)Cl)NCC(=O)N1CC(CCCC1)N(C=1C2=C(N=CN1)N(C=C2)S(=O)(=O)C2=CC=C(C)C=C2)C (2-(3,5-dichloro-phenylamino)-1-(3-{methyl-[7-(tosyl)-7H-pyrrolo[2,3-d]pyrimidin-4-yl]-amino}-azepan-1-yl)-ethanone), C(=O)([O-])[O-].[K+].[K+] (K2CO3), CO (MeOH). The solvent is C(Cl)Cl (CH2Cl2), CO.O (MeOH H2O). Run at temperature 90 celsius. Product: ClC=1C=C(C=C(C1)Cl)NCC(=O)N1CC(CCCC1)N(C=1C2=C(N=CN1)NC=C2)C (2-(3,5-dichloro-phenylamino)-1-{3-[methyl-(7H-pyrrolo[2,3-d]pyrimidin-4-yl)-amino]-azepan-1-yl}-ethanone). Yield: 46.2%. As a reaction SMILES: [Cl:1][C:2]1[CH:3]=[C:4]([NH:9][CH2:10][C:11]([N:13]2[CH2:19][CH2:18][CH2:17][CH2:16][CH:15]([N:20]([CH3:40])[C:21]3[C:22]4[CH:29]=[CH:28][N:27](S(C5C=CC(C)=CC=5)(=O)=O)[C:23]=4[N:24]=[CH:25][N:26]=3)[CH2:14]2)=[O:12])[CH:5]=[C:6]([Cl:8])[CH:7]=1.C([O-])([O-])=O.[K+].[K+].CO>CO.O.C(Cl)Cl>[Cl:8][C:6]1[CH:5]=[C:4]([NH:9][CH2:10][C:11]([N:13]2[CH2:19][CH2:18][CH2:17][CH2:16][CH:15]([N:20]([CH3:40])[C:21]3[C:22]4[CH:29]=[CH:28][NH:27][C:23]=4[N:24]=[CH:25][N:26]=3)[CH2:14]2)=[O:12])[CH:3]=[C:2]([Cl:1])[CH:7]=1 |f:1.2.3,5.6|. Procedure details: To a solution of 2-(3,5-dichloro-phenylamino)-1-(3-{methyl-[7-(tosyl)-7H-pyrrolo[2,3-d]pyrimidin-4-yl]-amino}-azepan-1-yl)-ethanone (235 mg. 0.39 mmol) in MeOH:H2O (4:1, 5 mL) was added K2CO3 (216 mg, 1.56 mmol) and heated at 90° C. for 1 h. The reaction mixture was cooled to rt and concentrated in vacuo to give a residue which was subjected to column chromatography (silica gel, gradient MeOH in CH2Cl2) to afford the titled compound (80.6 mg, 46%). 1H NMR (DMSO-d6, 400 MHz): 11.60 (1s, 1H), 8.08... Reactants: C(C1=CC=CC=C1)OC1=C(C=CC=C1)C(C=CC1=CC=CC=C1)=O (1-(2-benzyloxyphenyl)-3-phenylprop-2-en-1-one), C(CC(=O)OCC)(=O)OCC (diethyl malonate). The product is C(C1=CC=CC=C1)OC1=C(C=CC=C1)C(CC(C1=CC=CC=C1)C(C(=O)OCC)C(=O)OCC)=O (diethyl 2-[3-(2-benzyloxyphenyl)-3-oxo-1-phenylpropyl]malonate). RXN SMILES: [CH2:1]([O:8][C:9]1[CH:14]=[CH:13][CH:12]=[CH:11][C:10]=1[C:15](=[O:24])[CH:16]=[CH:17][C:18]1[CH:23]=[CH:22][CH:21]=[CH:20][CH:19]=1)[C:2]1[CH:7]=[CH:6][CH:5]=[CH:4][CH:3]=1.[C:25]([O:33][CH2:34][CH3:35])(=[O:32])[CH2:26][C:27]([O:29][CH2:30][CH3:31])=[O:28]>>[CH2:1]([O:8][C:9]1[CH:14]=[CH:13][CH:12]=[CH:11][C:10]=1[C:15](=[O:24])[CH2:16][CH:17]([CH:26]([C:27]([O:29][CH2:30][CH3:31])=[O:28])[C:25]([O:33][CH2:34][CH3:35])=[O:32])[C:18]1[CH:23]=[CH:22][CH:21]=[CH:20][CH:19]=1)[C:2]1[CH:3]=[CH:4][CH:5]=[CH:6][CH:7]=1. Procedure: By a procedure similar to that of example 1.59.2, starting from 1-(2-benzyloxyphenyl)-3-phenylprop-2-en-1-one and diethyl malonate, diethyl 2-[3-(2-benzyloxyphenyl)-3-oxo-1-phenylpropyl]malonate was obtained as colourless solid. The reactants are COC(C1=CC=CC=C1)(C(=O)C1=CC=CC=C1)OC (benzil dimethyl ketal), C(\C=C/CO)O (cis-2-butene-1,4-diol). The reagents and catalysts are C1(=CC=C(C=C1)S(=O)(=O)O)C (p-toluene sulphonic acid). Conditions: time 45 minute. Yields the product C(C1=CC=CC=C1)(=O)C1(OCC=CCO1)C1=CC=CC=C1 (2-benzoyl-2-phenyl-4,7-dihydro-1,3-dioxepin). The yield is 95.1%. Reaction SMILES: [CH3:1][O:2][C:3]([O:18][CH3:19])([C:10]([C:12]1[CH:17]=[CH:16][CH:15]=[CH:14][CH:13]=1)=[O:11])[C:4]1[CH:9]=[CH:8][CH:7]=[CH:6][CH:5]=1.[CH2:20](O)/[CH:21]=C\CO>C1(C)C=CC(S(O)(=O)=O)=CC=1>[C:10]([C:3]1([C:4]2[CH:9]=[CH:8][CH:7]=[CH:6][CH:5]=2)[O:2][CH2:1][CH:21]=[CH:20][CH2:19][O:18]1)(=[O:11])[C:12]1[CH:17]=[CH:16][CH:15]=[CH:14][CH:13]=1. Reported procedure: 1 g of p-toluene sulphonic acid was added to a suspension of 77 g (0.3 mols) of benzil dimethyl ketal in 160 g (~1.8 mols) of cis-2-butene-1,4-diol, and heated to from 50° to 60° C. under a pressure of from 10 to 15 torr. After 45 minutes, a clear solution was obtained, the temperature of which rose to from 65° to 70° C. After a further 45 minutes, the reaction mixture had solidified into a crystal mass. After a total of 4 hours, the material was recrystallized from isopropanol, and 80 g (96%) o... The reactants are C(CC)(N)=S (propanethioamide), Br.BrC(C(=O)C1=CC=C(C=C1)F)C1=CC=NC=C1 (2-bromo-1-(4-fluorophenyl)-2-(4-pyridyl)ethanone hydrobromide), ice water, Na HCO3. Solvent: CN(C)C=O (DMF). Conditions: time 16 hour. Product: C(C)C=1SC(=C(N1)C1=CC=C(C=C1)F)C1=CC=NC=C1 (4-[2-Ethyl-4-(4-fluorophenyl)-1,3-thiazol-5-yl]pyridine). RXN SMILES: [C:1](=[S:5])([NH2:4])[CH2:2][CH3:3].Br.Br[CH:8]([C:18]1[CH:23]=[CH:22][N:21]=[CH:20][CH:19]=1)[C:9]([C:11]1[CH:16]=[CH:15][C:14]([F:17])=[CH:13][CH:12]=1)=O>CN(C=O)C>[CH2:2]([C:1]1[S:5][C:8]([C:18]2[CH:23]=[CH:22][N:21]=[CH:20][CH:19]=2)=[C:9]([C:11]2[CH:12]=[CH:13][C:14]([F:17])=[CH:15][CH:16]=2)[N:4]=1)[CH3:3] |f:1.2|. Procedure details: At room temperature, 1.31 g (14.7 mmol) propanethioamide are added to a solution of 5.00 g (13.3 mmol) of 2-bromo-1-(4-fluorophenyl)-2-(4-pyridyl)ethanone hydrobromide (described, for example, in Chem. Pharm. Bull. 2005, 53, 410-418) in 30 ml of DMF, and the mixture is stirred for 16 h. Subsequently, the reaction mixture is stirred into 100 ml of ice-water, 50 ml of a saturated aqueous Na—HCO3 are added and the mixture is extracted with ethyl acetate (3×100 ml). The combined organic phases are w... The reactants are COC(=O)C1=C(O)c2ccc3ccccc3c2S(=O)(=O)N1C, Cc1cc(N)no1, Cc1ccccc1C. The product is Cc1cc(NC(=O)C2=C(O)c3ccc4ccccc4c3S(=O)(=O)N2C)no1. As a reaction SMILES: [CH3:1][O:2][C:3](=[O:4])[C:5]1=[C:10]([OH:11])[c:9]2[c:8]([c:19]3[c:14]([cH:13][cH:12]2)[cH:15][cH:16][cH:17][cH:18]3)[S:7](=[O:20])(=[O:21])[N:6]1[CH3:22].[NH2:23][c:24]1[n:25][o:26][c:27]([CH3:29])[cH:28]1.[c:30]1([CH3:31])[c:32]([CH3:33])[cH:34][cH:35][cH:36][cH:37]1>>[C:3](=[O:4])([C:5]1=[C:10]([OH:11])[c:9]2[c:8]([c:19]3[c:14]([cH:13][cH:12]2)[cH:15][cH:16][cH:17][cH:18]3)[S:7](=[O:20])(=[O:21])[N:6]1[CH3:22])[NH:23][c:24]1[n:25][o:26][c:27]([CH3:29])[cH:28]1. Starting materials: [H-].[H-].[H-].[H-].[Li+].[Al+3] (LAH), C(#N)C=1NC2=CC=CC=C2C1 (2-cyanoindole), O (H2O). Solvent: C1CCOC1 (THF). Conditions: time 5 hour. The product is NCC=1NC2=CC=CC=C2C1 (2-Aminomethylindole). Yield: 102.4%. RXN SMILES: [H-].[H-].[H-].[H-].[Li+].[Al+3].[C:7]([C:9]1[NH:10][C:11]2[C:16]([CH:17]=1)=[CH:15][CH:14]=[CH:13][CH:12]=2)#[N:8].O>C1COCC1>[NH2:8][CH2:7][C:9]1[NH:10][C:11]2[C:16]([CH:17]=1)=[CH:15][CH:14]=[CH:13][CH:12]=2 |f:0.1.2.3.4.5|. Procedure details: LAH (42 mL, 1M solution in THF) was added dropwise through a syringe to a solution of 2-cyanoindole (2.0 g, 14.1 mmol) in anhydrous THF (20 mL) with cooling, and the resulting solution was stirred at RT under argon for 5 h. H2O was added dropwise with cooling to destroy excess LAH, and the colorless precipitate was removed by filtration and washed with THF. The filtrate was dried (K2CO3) and concentrated to afford the title compound (2.11 g, quantitative) as a yellow solid: 1H NMR (400 MHz, DMSO... Reactants: CCOC(=O)CCCOc1cccc(CCCCCCOc2cc(Br)cc(S(C)(=O)=O)c2)c1CCC(=O)OCC, COCCOC, CCOC(C)=O, OB(O)c1ccc2c(c1)OC(F)(F)O2, [Na+], [Na+], O=C([O-])[O-], c1ccc(P(c2ccccc2)(c2ccccc2)[Pd](P(c2ccccc2)(c2ccccc2)c2ccccc2)(P(c2ccccc2)(c2ccccc2)c2ccccc2)P(c2ccccc2)(c2ccccc2)c2ccccc2)cc1. The product is CCOC(=O)CCCOc1cccc(CCCCCCOc2cc(-c3ccc4c(c3)OC(F)(F)O4)cc(S(C)(=O)=O)c2)c1CCC(=O)OCC. Reaction SMILES: [CH2:1]([CH3:2])[O:3][C:4]([CH2:5][CH2:6][CH2:7][O:8][c:9]1[c:10]([CH2:33][CH2:34][C:35](=[O:36])[O:37][CH2:38][CH3:39])[c:11]([CH2:15][CH2:16][CH2:17][CH2:18][CH2:19][CH2:20][O:21][c:22]2[cH:23][c:24]([Br:32])[cH:25][c:26]([S:28](=[O:29])(=[O:30])[CH3:31])[cH:27]2)[cH:12][cH:13][cH:14]1)=[O:40].[CH3:61][O:62][CH2:63][CH2:64][O:65][CH3:66].[CH3:67][CH2:68][O:69][C:70](=[O:71])[CH3:72].[F:41][C:42]1([F:54])[O:43][c:44]2[c:45]([cH:47][cH:48][c:49]([B:51]([OH:52])[OH:53])[cH:50]2)[O:46]1.[Na+:55].[Na+:56].[O-:57][C:58](=[O:59])[O-:60].[cH:73]1[cH:74][cH:75][c:76]([P:77]([Pd:78]([P:79]([c:80]2[cH:81][cH:82][cH:83][cH:84][cH:85]2)([c:86]2[cH:87][cH:88][cH:89][cH:90][cH:91]2)[c:92]2[cH:93][cH:94][cH:95][cH:96][cH:97]2)([P:98]([c:99]2[cH:100][cH:101][cH:102][cH:103][cH:104]2)([c:105]2[cH:106][cH:107][cH:108][cH:109][cH:110]2)[c:111]2[cH:112][cH:113][cH:114][cH:115][cH:116]2)[P:117]([c:118]2[cH:119][cH:120][cH:121][cH:122][cH:123]2)([c:124]2[cH:125][cH:126][cH:127][cH:128][cH:129]2)[c:130]2[cH:131][cH:132][cH:133][cH:134][cH:135]2)([c:136]2[cH:137][cH:138][cH:139][cH:140][cH:141]2)[c:142]2[cH:143][cH:144][cH:145][cH:146][cH:147]2)[cH:148][cH:149]1>>[CH2:1]([CH3:2])[O:3][C:4]([CH2:5][CH2:6][CH2:7][O:8][c:9]1[c:10]([CH2:33][CH2:34][C:35](=[O:36])[O:37][CH2:38][CH3:39])[c:11]([CH2:15][CH2:16][CH2:17][CH2:18][CH2:19][CH2:20][O:21][c:22]2[cH:23][c:24](-[c:49]3[cH:48][cH:47][c:45]4[c:44]([cH:50]3)[O:43][C:42]([F:41])([F:54])[O:46]4)[cH:25][c:26]([S:28](=[O:29])(=[O:30])[CH3:31])[cH:27]2)[cH:12][cH:13][cH:14]1)=[O:40].